Dataset: the Open Reaction Database (ORD), a public repository of structured organic reaction records. Task: describe an organic reaction: reactants, conditions, products, and yield Reactants: O (water), Cl (HCl), ClC=1C=C(C=CC1Cl)C1(N(C(N(C1)CC1=CC(=CC(=C1)C(F)(F)F)C(F)(F)F)=O)C)CCOS(=O)(=O)C (4-(3,4-Dichlorophenyl)-4-[2-(methanesulfonyloxy)ethyl]-3-methyl-1-[3,5-bis(trifluoromethyl)benzyl]imidazolidin-2-one), C1(=CC=CC=C1)C1CCNCC1 (4-phenylpiperidine). Solvent: CCOCC (ether), CN(C)C=O (DMF), CCOCC (ether). Yields the product Cl.ClC=1C=C(C=CC1Cl)C1(N(C(N(C1)CC1=CC(=CC(=C1)C(F)(F)F)C(F)(F)F)=O)C)CCN1CCC(CC1)C1=CC=CC=C1 (4-(3,4-Dichlorophenyl)-3-methyl-4-[2-(4-phenylpiperid-1-yl)ethyl]-1-[3,5-bis(trifluoromethyl)benzyl]imidazolidin-2-one hydrochloride). Yield: 77.6%. RXN SMILES: [Cl:1][C:2]1[CH:3]=[C:4]([C:9]2([CH2:31][CH2:32]OS(C)(=O)=O)[CH2:13][N:12]([CH2:14][C:15]3[CH:20]=[C:19]([C:21]([F:24])([F:23])[F:22])[CH:18]=[C:17]([C:25]([F:28])([F:27])[F:26])[CH:16]=3)[C:11](=[O:29])[N:10]2[CH3:30])[CH:5]=[CH:6][C:7]=1[Cl:8].[C:38]1([CH:44]2[CH2:49][CH2:48][NH:47][CH2:46][CH2:45]2)[CH:43]=[CH:42][CH:41]=[CH:40][CH:39]=1.O.Cl>CN(C=O)C.CCOCC>[ClH:1].[Cl:1][C:2]1[CH:3]=[C:4]([C:9]2([CH2:31][CH2:32][N:47]3[CH2:48][CH2:49][CH:44]([C:38]4[CH:43]=[CH:42][CH:41]=[CH:40][CH:39]=4)[CH2:45][CH2:46]3)[CH2:13][N:12]([CH2:14][C:15]3[CH:16]=[C:17]([C:25]([F:26])([F:28])[F:27])[CH:18]=[C:19]([C:21]([F:22])([F:24])[F:23])[CH:20]=3)[C:11](=[O:29])[N:10]2[CH3:30])[CH:5]=[CH:6][C:7]=1[Cl:8] |f:6.7|. Procedure: A mixture of 0.55 g of the compound obtained in step C of EXAMPLE 30, 0.47 g of 4-phenylpiperidine and -0.5 g of K2Co3 in 4 ml of DMF is heated at 80 C for 5 hours. After cooling, the reaction mixture is poured into iced water and extracted with AcOEt, the organic phase is washed with 1 N NaOH solution and with water and dried over MgSO4 and the solvent is evaporated off under vacuum. The residue is chromatographed on silica H using DCM and then a DCM/MeOH mixture (98/2; v/v) as the eluent. The ...